Dataset: the Open Reaction Database (ORD), a public repository of structured organic reaction records. Task: describe an organic reaction: reactants, conditions, products, and yield Reactants: Cc1ccc(S(=O)(=O)OCC2CCCN2C(=O)OC(C)(C)C)cc1, Oc1ccc(NCc2ccccc2)cc1, [H-], [Na+], CN(C)C=O. Product: CC(C)(C)OC(=O)N1CCCC1COc1ccc(NCc2ccccc2)cc1. Reaction SMILES: [C:18]([CH3:19])([CH3:20])([CH3:21])[O:22][C:23](=[O:24])[N:25]1[CH:26]([CH2:30][O:31][S:32]([c:33]2[cH:34][cH:35][c:36]([CH3:37])[cH:38][cH:39]2)(=[O:40])=[O:41])[CH2:27][CH2:28][CH2:29]1.[CH2:1]([c:2]1[cH:3][cH:4][cH:5][cH:6][cH:7]1)[NH:8][c:9]1[cH:10][cH:11][c:12]([OH:15])[cH:13][cH:14]1.[H-:17].[Na+:16].[O:42]=[CH:43][N:44]([CH3:45])[CH3:46]>>[CH2:1]([c:2]1[cH:3][cH:4][cH:5][cH:6][cH:7]1)[NH:8][c:9]1[cH:10][cH:11][c:12]([O:15][CH2:30][CH:26]2[N:25]([C:23]([O:22][C:18]([CH3:19])([CH3:20])[CH3:21])=[O:24])[CH2:29][CH2:28][CH2:27]2)[cH:13][cH:14]1. Starting materials: N[C@@H](C)C1=NN2C(C(N1C1=CC=CC=C1)=O)=C(C=C2)C ((S)-2-(1-Aminoethyl)-5-methyl-3-phenylpyrrolo[2,1-f][1,2,4]triazin-4(3H)-one), [F-].[Cs+] (cesium fluoride), NC1=NC=NC(=C1C(=O)O)Cl (4-amino-6-chloropyrimidine-5-carboxylic acid), CCN(C(C)C)C(C)C (DIEA). Solvent: C(C)O (ethanol). Yields the product NC1=NC=NC(=C1C(=O)O)N[C@@H](C)C1=NN2C(C(N1C1=CC=CC=C1)=O)=C(C=C2)C ((S)-4-Amino-6-((1-(5-methyl-4-oxo-3-phenyl-3,4-dihydropyrrolo[2,1-f][1,2,4]triazin-2-yl)ethyl)amino)pyrimidine-5-carboxylic acid). The yield is 29.7%. Reaction SMILES: [NH2:1][C@H:2]([C:4]1[N:9]([C:10]2[CH:15]=[CH:14][CH:13]=[CH:12][CH:11]=2)[C:8](=[O:16])[C:7]2=[C:17]([CH3:20])[CH:18]=[CH:19][N:6]2[N:5]=1)[CH3:3].[NH2:21][C:22]1[C:27]([C:28]([OH:30])=[O:29])=[C:26](Cl)[N:25]=[CH:24][N:23]=1.CCN(C(C)C)C(C)C.[F-].[Cs+]>C(O)C>[NH2:21][C:22]1[C:27]([C:28]([OH:30])=[O:29])=[C:26]([NH:1][C@H:2]([C:4]2[N:9]([C:10]3[CH:15]=[CH:14][CH:13]=[CH:12][CH:11]=3)[C:8](=[O:16])[C:7]3=[C:17]([CH3:20])[CH:18]=[CH:19][N:6]3[N:5]=2)[CH3:3])[N:25]=[CH:24][N:23]=1 |f:3.4|. Reported procedure: (S)-2-(1-Aminoethyl)-5-methyl-3-phenylpyrrolo[2,1-f][1,2,4]triazin-4(3H)-one (270 mg, 0.89 mmol), 4-amino-6-chloropyrimidine-5-carboxylic acid (190 mg, 0.88 mmol, prepared according to Lan, Ruoxi et al from PCT Int. Appl. (2013), WO 2013040059 A1 20130321), DIEA (1.54 ml, 8.84 mmol) and cesium fluoride (403 mg, 2.65 mmol) were suspended in ethanol (10 ml) and the mixture was heated to reflux for 72 h. The solvent was evaporated under reduced pressure and the residue was purified by flash chromat... Reactants: CC(=O)[O-], C#Cc1cccc(Nc2ncnc3cc(OCCCl)c(OCCOC)cc23)c1, Cl, [Cs+], N#N, CN(C)C=O. Product: C#Cc1cccc(Nc2ncnc3cc(OCCOC(C)=O)c(OCCOC)cc23)c1. As a reaction SMILES: [C:30]([CH3:31])(=[O:32])[O-:33].[Cl:2][CH2:3][CH2:4][O:5][c:6]1[c:7]([O:25][CH2:26][CH2:27][O:28][CH3:29])[cH:8][c:9]2[c:10]([NH:16][c:17]3[cH:18][c:19]([C:23]#[CH:24])[cH:20][cH:21][cH:22]3)[n:11][cH:12][n:13][c:14]2[cH:15]1.[ClH:1].[Cs+:34].[N:35]#[N:36].[O:37]=[CH:38][N:39]([CH3:40])[CH3:41]>>[CH2:3]([CH2:4][O:5][c:6]1[c:7]([O:25][CH2:26][CH2:27][O:28][CH3:29])[cH:8][c:9]2[c:10]([NH:16][c:17]3[cH:18][c:19]([C:23]#[CH:24])[cH:20][cH:21][cH:22]3)[n:11][cH:12][n:13][c:14]2[cH:15]1)[O:33][C:30]([CH3:31])=[O:32].